This data is from the Open Reaction Database (ORD), a public repository of structured organic reaction records. The task is: describe an organic reaction: reactants, conditions, products, and yield Reactants: FC(F)(F)c1cccc(N2CCN(CCCn3cnc4c(Cl)ncnc43)CC2)c1, O. Product: O=c1[nH]cnc2c1ncn2CCCN1CCN(c2cccc(C(F)(F)F)c2)CC1. Reaction SMILES: [Cl:1][c:2]1[c:3]2[n:4][cH:5][n:6]([CH2:11][CH2:12][CH2:13][N:14]3[CH2:15][CH2:16][N:17]([c:20]4[cH:21][c:22]([C:26]([F:27])([F:28])[F:29])[cH:23][cH:24][cH:25]4)[CH2:18][CH2:19]3)[c:7]2[n:8][cH:9][n:10]1.[OH2:30]>>[c:2]1(=[O:30])[c:3]2[n:4][cH:5][n:6]([CH2:11][CH2:12][CH2:13][N:14]3[CH2:15][CH2:16][N:17]([c:20]4[cH:21][c:22]([C:26]([F:27])([F:28])[F:29])[cH:23][cH:24][cH:25]4)[CH2:18][CH2:19]3)[c:7]2[n:8][cH:9][nH:10]1. Reactants: [H-].[Na+] (NaH), ClC1=NC(=CC(=C1)C(=O)NC(=S)NC1=C(C(=C(C=C1)F)F)F)Cl (1-(2,6-Dichloro-pyridine-4-carbonyl)-3-(2,3,4-trifluoro-phenyl)-thiourea), CI (CH3I). Run in C1CCOC1 (THF). Reaction conditions: time 15 minute. The product is ClC1=NC(=CC(=C1)C(=O)NC(SC)=NC1=C(C(=C(C=C1)F)F)F)Cl (1-(2,6-Dichloro-pyridine-4-carbonyl)-2-methyl-3-(2,3,4-trifluoro-phenyl)isothiourea). Reaction SMILES: [H-].[Na+].[Cl:3][C:4]1[CH:9]=[C:8]([C:10]([NH:12][C:13]([NH:15][C:16]2[CH:21]=[CH:20][C:19]([F:22])=[C:18]([F:23])[C:17]=2[F:24])=[S:14])=[O:11])[CH:7]=[C:6]([Cl:25])[N:5]=1.[CH3:26]I>C1COCC1>[Cl:3][C:4]1[CH:9]=[C:8]([C:10]([NH:12][C:13](=[N:15][C:16]2[CH:21]=[CH:20][C:19]([F:22])=[C:18]([F:23])[C:17]=2[F:24])[S:14][CH3:26])=[O:11])[CH:7]=[C:6]([Cl:25])[N:5]=1 |f:0.1|. Reported procedure: NaH (2.70 g, 0.06747 mol) was added carefully to a cooled solution (0° C.) of intermediate D9 (28.5 g, 0.04498 mol) in THF (200 ml). The mixture was stirred for 15 minutes and then CH3I (6.38 g, 0.04498 mol) was added. The ice-bath was removed and the reaction mixture was stirred for 2 hours at room temperature. Subsequently, the mixture was quenched with H2O and extracted with CH2Cl2 (3×100 ml). The combined organic layers were washed (brine), dried (MgSO4), filtered and the solvent was evapora... Starting materials: CNC(NC1=C(SC=C1)C(=O)OC)=O (Methyl 3-(N'-methylureido)thiophene-2-carboxylate), CN(C=O)C (Dimethylformamide), C(C)(=O)O (acetic acid). Run in [OH-].[K+] (potassium hydroxide). Conditions: time 30 minute. Yields the product CN1C(NC2=C(C1=O)SC=C2)=O (1,2,3,4-Tetrahydro-3-methyl-2,4-dioxo-thieno[3,2-d]-pyrimidine). As a reaction SMILES: [CH3:1][NH:2][C:3](=[O:14])[NH:4][C:5]1[CH:9]=[CH:8][S:7][C:6]=1[C:10](OC)=[O:11].CN(C)C=O.C(O)(=O)C>[OH-].[K+]>[CH3:1][N:2]1[C:10](=[O:11])[C:6]2[S:7][CH:8]=[CH:9][C:5]=2[NH:4][C:3]1=[O:14] |f:3.4|. Reported procedure: Methyl 3-(N'-methylureido)thiophene-2-carboxylate (4,2 g, 20 mmol) was suspended with stirring in 5% aqueous potassium hydroxide (50 ml). Dimethylformamide was added until a clear solution was obtained. Stirring was continued for 30 min, whereafter the solution was neutralized with acetic acid. This afforded a crystalline precipitate of the title compound, which was separated by filtration and washed with water. M.p.>300° C.